Dataset: the Open Reaction Database (ORD), a public repository of structured organic reaction records. Task: describe an organic reaction: reactants, conditions, products, and yield Starting materials: C(C(C)C)OCCC1=CC=C(OCC2CO2)C=C1 (1-[4-(2-isobutoxyethyl)-phenoxy]-2,3-epoxypropane), NCCCN1C=NC2=C1C=CC(=C2)C=2CCC(NN2)=O (6-[1-(3-aminopropyl)benzimidazol-5-yl]-4,5-dihydro-3(2H)-pyridazinone). Yields the product C(C(C)C)OCCC1=CC=C(OCC(CNCCCN2C=NC3=C2C=CC(=C3)C=3CCC(NN3)=O)O)C=C1 (6-[1-[3-[3-(4-(2-Isobutoxyethyl)phenoxy)-2hydroxypropylamino]propyl]benzimidazol-5-yl]-4,5-dihydro-3-(2H)-pyridazinone). Reaction SMILES: [CH2:1]([O:5][CH2:6][CH2:7][C:8]1[CH:18]=[CH:17][C:11]([O:12][CH2:13][CH:14]2[O:16][CH2:15]2)=[CH:10][CH:9]=1)[CH:2]([CH3:4])[CH3:3].[NH2:19][CH2:20][CH2:21][CH2:22][N:23]1[C:27]2[CH:28]=[CH:29][C:30]([C:32]3[CH2:33][CH2:34][C:35](=[O:38])[NH:36][N:37]=3)=[CH:31][C:26]=2[N:25]=[CH:24]1>>[CH2:1]([O:5][CH2:6][CH2:7][C:8]1[CH:18]=[CH:17][C:11]([O:12][CH2:13][CH:14]([OH:16])[CH2:15][NH:19][CH2:20][CH2:21][CH2:22][N:23]2[C:27]3[CH:28]=[CH:29][C:30]([C:32]4[CH2:33][CH2:34][C:35](=[O:38])[NH:36][N:37]=4)=[CH:31][C:26]=3[N:25]=[CH:24]2)=[CH:10][CH:9]=1)[CH:2]([CH3:4])[CH3:3]. Procedure details: Prepared analogously to Example 1 from 1-[4-(2-isobutoxyethyl)-phenoxy]-2,3-epoxypropane and 6-[1-(3-aminopropyl)benzimidazol-5-yl]-4,5-dihydro-3(2H)-pyridazinone. Starting materials: C(=O)(OCC)N(NC(=S)NC=O)C (1-carbethoxy-methyl-4-formylthiosemicarbazide), C(C)O (ethanol), [OH-].[K+] (potassium hydroxide), S(O)(O)(=O)=O (sulfuric acid). Yields the product C(=O)(O)CN1C(=NN=C1)S (4-carboxymethyl-1,2,4-triazole-3-thiol). RXN SMILES: C([N:6]([CH3:13])[NH:7][C:8]([NH:10][CH:11]=O)=[S:9])(OCC)=O.[OH-:14].[K+].S(=O)(=O)(O)O.[CH2:21]([OH:23])C>>[C:21]([CH2:11][N:10]1[CH:13]=[N:6][N:7]=[C:8]1[SH:9])([OH:23])=[O:14] |f:1.2|. Procedure details: 1-carbethoxy-methyl-4-formylthiosemicarbazide (0.50 g., 2.44 mmol.) was dissolved in 5 ml. of ethanol and 5 ml. (2 equivalents) of aqueous potassium hydroxide solution was added. The reaction mixture was refluxed for five hours then cooled, acidified to pH 2.0 with 6N sulfuric acid and evaporated to dryness. The residue was extracted with acetone to give 4-carboxymethyl-1,2,4-triazole-3-thiol. The reactants are FC(C(=O)O)(F)F (Trifluoroacetic acid), C(C)(C)(C)OC(=O)N1CCC(CC1)(CC1=C(C=CC=C1)F)C(NCCC1=CC=C(C=C1)CC)=O (4-[2-(4-ethyl-phenyl)-ethylcarbamoyl]-4-(2-fluoro-benzyl)-piperidine-1-carboxylic acid tert-butyl ester). Run in ClCCl (dichloromethane). Yields the product C(C)C1=CC=C(C=C1)CCNC(=O)C1(CCNCC1)CC1=C(C=CC=C1)F (4-(2-fluoro-benzyl)-piperidine-4-carboxylic acid [2-(4-ethyl-phenyl)-ethyl]-amide). Yield: 79.7%. Reaction SMILES: FC(F)(F)C(O)=O.C(OC([N:15]1[CH2:20][CH2:19][C:18]([C:29](=[O:41])[NH:30][CH2:31][CH2:32][C:33]2[CH:38]=[CH:37][C:36]([CH2:39][CH3:40])=[CH:35][CH:34]=2)([CH2:21][C:22]2[CH:27]=[CH:26][CH:25]=[CH:24][C:23]=2[F:28])[CH2:17][CH2:16]1)=O)(C)(C)C>ClCCl>[CH2:39]([C:36]1[CH:37]=[CH:38][C:33]([CH2:32][CH2:31][NH:30][C:29]([C:18]2([CH2:21][C:22]3[CH:27]=[CH:26][CH:25]=[CH:24][C:23]=3[F:28])[CH2:17][CH2:16][NH:15][CH2:20][CH2:19]2)=[O:41])=[CH:34][CH:35]=1)[CH3:40]. Procedure: Trifluoroacetic acid (20 mL) was added to a solution 4-[2-(4-ethyl-phenyl)-ethylcarbamoyl]-4-(2-fluoro-benzyl)-piperidine-1-carboxylic acid tert-butyl ester (0.300 g, 0.64 mmol) in dichloromethane (50 mL). After 1 h the reaction mixture was concentrated under reduced pressure, the crude product taken up in 1M sodium hydroxide (50 mL) and extracted with ethyl acetate (3×50 mL). The organic layers were collected, concentrated under reduced pressure and crude product purified by column chromatograp... Reactants: O (Water), N1=NC(=CC=C1)NC(OCC(Cl)(Cl)Cl)=O (2,2,2-trichloroethyl pyridazin-3-ylcarbamate), FC=1C=C(C=CC1)C=1N=C(SC1)C1CCNCC1 (4-[4-(3-fluorophenyl)-1,3-thiazol-2-yl]piperidine), C(C)(C)N(CC)C(C)C (diisopropylethylamine). Run in CS(=O)C (dimethylsulfoxide). Conditions: temperature 70 celsius, time 6 hour. Product: FC=1C=C(C=CC1)C=1N=C(SC1)C1CCN(CC1)C(=O)NC=1N=NC=CC1 (4-[4-(3-Fluorophenyl)-1,3-thiazol-2-yl]-N-pyridazin-3-ylpiperidine-1-carboxamide). Yield: 43.8%. As a reaction SMILES: [N:1]1[CH:6]=[CH:5][CH:4]=[C:3]([NH:7][C:8](=[O:15])OCC(Cl)(Cl)Cl)[N:2]=1.[F:16][C:17]1[CH:18]=[C:19]([C:23]2[N:24]=[C:25]([CH:28]3[CH2:33][CH2:32][NH:31][CH2:30][CH2:29]3)[S:26][CH:27]=2)[CH:20]=[CH:21][CH:22]=1.C(N(C(C)C)CC)(C)C.O>CS(C)=O>[F:16][C:17]1[CH:18]=[C:19]([C:23]2[N:24]=[C:25]([CH:28]3[CH2:33][CH2:32][N:31]([C:8]([NH:7][C:3]4[N:2]=[N:1][CH:6]=[CH:5][CH:4]=4)=[O:15])[CH2:30][CH2:29]3)[S:26][CH:27]=2)[CH:20]=[CH:21][CH:22]=1. Procedure: A mixture of 2,2,2-trichloroethyl pyridazin-3-ylcarbamate (250 mg, 0.922 mmol), 4-[4-(3-fluorophenyl)-1,3-thiazol-2-yl]piperidine (220 mg, 0.839 mmol) and diisopropylethylamine (0.292 ml, 1.68 mmol) in dimethylsulfoxide (2.8 ml) was stirred at 70° C. for 6 hours. Water was poured into the reaction solution, and the mixture was extracted with ethyl acetate. The extract was washed with water and dried over anhydrous magnesium sulfate, and the solvent was distilled off under reduced pressure. The r... The reactants are [Cl-].[Al+3].[Cl-].[Cl-] (aluminum chloride), C(C)OC1=CC=CC=C1 (ethoxybenzene), ClC1=C(C(=O)Cl)C=C(C=C1)I (2-chloro-5-iodobenzoyl chloride). The solvent is ClCCl (dichloromethane), ClCCl (dichloromethane), ClCCl (dichloromethane). Run at temperature 6 celsius, time 2 hour. Yields the product ClC1=C(C=C(C=C1)I)C(=O)C1=CC=C(C=C1)OCC ((2-chloro-5-iodophenyl)(4-ethoxyphenyl)methanone). RXN SMILES: [Cl-].[Al+3].[Cl-].[Cl-].[CH2:5]([O:7][C:8]1[CH:13]=[CH:12][CH:11]=[CH:10][CH:9]=1)[CH3:6].[Cl:14][C:15]1[CH:23]=[CH:22][C:21]([I:24])=[CH:20][C:16]=1[C:17](Cl)=[O:18]>ClCCl>[Cl:14][C:15]1[CH:23]=[CH:22][C:21]([I:24])=[CH:20][C:16]=1[C:17]([C:11]1[CH:12]=[CH:13][C:8]([O:7][CH2:5][CH3:6])=[CH:9][CH:10]=1)=[O:18] |f:0.1.2.3|. Reported procedure: A jacketed 2 L three-necked round bottom flask with mechanical stirrer, rubber septum with temperature probe and pressure-equalized addition funnel with gas bubbler was charged with aluminum chloride (97.68 g, 0.733 mol, 1.04 equiv), dichloromethane (0.65 L, KF=0.003 wt % water) and the suspension was set stirring under nitrogen and was cooled to about 6° C. Then ethoxybenzene (90 mL, 0.712 mol, 1.01 equiv) was added over 7 minutes keeping internal temperature below 9° C. The resulting orange so...